The task is: describe an organic reaction: reactants, conditions, products, and yield. This data is from the Open Reaction Database (ORD), a public repository of structured organic reaction records. Reactants: C(C)[C@@]1(C(N(C(N1)=O)C=1C=NC(=C(C1)C)F)=O)C ((5R)-5-ethyl-3-(6-fluoro-5-methyl-3-pyridyl)-5-methyl-imidazolidine-2,4-dione), C(C)[C@@]1(C(N(C(N1)=O)C=1C=NC(=C(C1)C)F)=O)C ((5R)-5-ethyl-3-(6-fluoro-5-methyl-3-pyridyl)-5-methyl-imidazolidine-2,4-dione), CC1(OCC2=CC=C(C=C12)O)C (3,3-dimethyl-1H-isobenzofuran-5-ol), CC1(OCC2=CC=C(C=C12)O)C (3,3-dimethyl-1H-isobenzofuran-5-ol), C([O-])([O-])=O.[K+].[K+] (dipotassium carbonate). Run at temperature 110 celsius, time 10 hour. Product: CC1(OCC2=CC=C(C=C12)OC1=C(C=C(C=N1)N1C(N[C@](C1=O)(C)CC)=O)C)C ((5R)-3-[6-[(3,3-dimethyl-1H-isobenzofuran-5-yl)oxy]-5-methyl-3-pyridyl]-5-ethyl-5-methyl-imidazolidine-2,4-dione). Yield: 26.6%. Reaction SMILES: [CH2:1]([C@@:3]1([CH3:18])[NH:7][C:6](=[O:8])[N:5]([C:9]2[CH:10]=[N:11][C:12](F)=[C:13]([CH3:15])[CH:14]=2)[C:4]1=[O:17])[CH3:2].[CH3:19][C:20]1([CH3:30])[C:28]2[C:23](=[CH:24][CH:25]=[C:26]([OH:29])[CH:27]=2)[CH2:22][O:21]1.C(=O)([O-])[O-].[K+].[K+]>>[CH3:19][C:20]1([CH3:30])[C:28]2[C:23](=[CH:24][CH:25]=[C:26]([O:29][C:12]3[N:11]=[CH:10][C:9]([N:5]4[C:4](=[O:17])[C@:3]([CH2:1][CH3:2])([CH3:18])[NH:7][C:6]4=[O:8])=[CH:14][C:13]=3[CH3:15])[CH:27]=2)[CH2:22][O:21]1 |f:2.3.4|. Procedure details: To a solution of (5R)-5-ethyl-3-(6-fluoro-5-methyl-3-pyridyl)-5-methyl-imidazolidine-2,4-dione (Intermediate 5, 48 mg, 0.19 mmol) in DMF (1 ml) 3,3-dimethyl-1H-isobenzofuran-5-ol (Intermediate 18, 45 mg, 0.27 mmol) and dipotassium carbonate (75.7 mg, 0.55 mmol) were added and the reaction mixture was stirred at 110° C. for 10 hours. The reaction was quenched with an aqueous saturated solution of ammonium chloride (5 ml) and extracted with ethyl acetate (10 ml). The organic layer was washed with ...